This data is from the Open Reaction Database (ORD), a public repository of structured organic reaction records. The task is: describe an organic reaction: reactants, conditions, products, and yield Starting materials: CC1=C(NC(=C1)C)C=O (3,5-Dimethylpyrrole-2-carboxaldehyde), N1CCOCC1 (morpholine), C=O (formaldehyde), C(C)(=O)O (acetic acid). The solvent is C(=O)(O)[O-].[Na+] (NaHCO3). Conditions: time 8 hour. Yields the product CC1=C(NC(=C1CN1CCOCC1)C)C=O (3,5-Dimethyl-4-morpholinomethylpyrrole-2-carboxaldehyde). Reaction SMILES: [CH3:1][C:2]1[CH:6]=[C:5]([CH3:7])[NH:4][C:3]=1[CH:8]=[O:9].[NH:10]1[CH2:15][CH2:14][O:13][CH2:12][CH2:11]1.C=O.[C:18](O)(=O)C>C([O-])(O)=O.[Na+]>[CH3:1][C:2]1[C:6]([CH2:18][N:10]2[CH2:15][CH2:14][O:13][CH2:12][CH2:11]2)=[C:5]([CH3:7])[NH:4][C:3]=1[CH:8]=[O:9] |f:4.5|. Procedure details: 3,5-Dimethylpyrrole-2-carboxaldehyde (0.5 g, 4 mmole) was added to a solution of morpholine (0.35 g, 4 mmol), formaldehyde 37% (0.32 g, 4 mmol) and acetic acid (2 ml). The mixture was stired overnight at room temperature under nitrogen, then the reaction was diluted with NaHCO3 to pH 8. The aqueous solution was extracted with ethylacetate and the organic layer was dried over Mg SO4. The ethylacetate was evaporated in vacuo to give 0.4 g of pure solid. The reactants are [Si](C)(C)(C(C)(C)C)Cl (tert-butyldimethylsilyl chloride), N1C=NC=C1 (imidazole), OCCC=1C=CC=2C3C(C(NC2C1)=O)CCC3 (7-(2-hydroxyethyl)-1,2,3,3a,5,9b-hexahydrocyclopenta[c]quinolin-4-one). The solvent is CN(C)C=O (DMF), CCOCC (ether). Conditions: time 4 hour. Yields the product [Si](C)(C)(C(C)(C)C)OCCC=1C=CC=2C3C(C(NC2C1)=O)CCC3 (7-[2-(tert-Butyldimethylsilyloxy)ethyl]-1,2,3,3a,5,9b-hexahydrocyclopenta[c]quinolin-4-one). Isolated yield 84.7%. RXN SMILES: [Si:1](Cl)([C:4]([CH3:7])([CH3:6])[CH3:5])([CH3:3])[CH3:2].N1C=CN=C1.[OH:14][CH2:15][CH2:16][C:17]1[CH:18]=[CH:19][C:20]2[CH:21]3[CH2:30][CH2:29][CH2:28][CH:22]3[C:23](=[O:27])[NH:24][C:25]=2[CH:26]=1>CN(C=O)C.CCOCC>[Si:1]([O:14][CH2:15][CH2:16][C:17]1[CH:18]=[CH:19][C:20]2[CH:21]3[CH2:30][CH2:29][CH2:28][CH:22]3[C:23](=[O:27])[NH:24][C:25]=2[CH:26]=1)([C:4]([CH3:7])([CH3:6])[CH3:5])([CH3:3])[CH3:2]. Procedure details: At 0° C., 0.62 g (5.4 mmol) of tert-butyldimethylsilyl chloride and 0.72 g (10.7 mol) of imidazole are added to a solution of 0.62 g (2.7 mmol) of 7-(2-hydroxyethyl)-1,2,3,3a,5,9b-hexahydrocyclopenta[c]quinolin-4-one in 10 ml of DMF. After 4 hours at room temperature, the batch is diluted with ether, washed with water, 10% citric acid and saturated NaHCO3, dried (Na2SO4) and concentrated by evaporation in a vacuum. Column chromatography with hexane-ethyl acetate on silica gel yields 0.79 g of pr...